Dataset: the Open Reaction Database (ORD), a public repository of structured organic reaction records. Task: describe an organic reaction: reactants, conditions, products, and yield The reactants are BrCC1CC1, O=C([O-])[O-], CCOC(C)=O, [Cs+], [Cs+], Oc1ccc(I)cn1, CN(C)C=O. Yields the product Ic1ccc(OCC2CC2)nc1. Reaction SMILES: [Br:15][CH2:16][CH:17]1[CH2:18][CH2:19]1.[C:9](=[O:10])([O-:11])[O-:12].[CH3:25][CH2:26][O:27][C:28](=[O:29])[CH3:30].[Cs+:13].[Cs+:14].[I:1][c:2]1[cH:3][cH:4][c:5]([OH:8])[n:6][cH:7]1.[O:20]=[CH:21][N:22]([CH3:23])[CH3:24]>>[I:1][c:2]1[cH:3][cH:4][c:5]([O:8][CH2:16][CH:17]2[CH2:18][CH2:19]2)[n:6][cH:7]1.